From a dataset of the Open Reaction Database (ORD), a public repository of structured organic reaction records. describe an organic reaction: reactants, conditions, products, and yield Starting materials: BrCl (bromine chloride), C(C1=CC=CC=C1)(=O)Cl (benzoyl chloride), C(C1=CC=CC=C1)(=O)Cl (benzoyl chloride), BrBr (bromine), BrCl (bromine chloride), ClCl (chlorine), BrCl (bromine chloride), BrCl (bromine chloride). Reagents/catalysts: [Fe] (iron). The product is BrC=1C=C(C(=O)Cl)C=CC1 (m-bromobenzoyl chloride). As a reaction SMILES: [Br:1]Cl.[C:3]([Cl:11])(=[O:10])[C:4]1[CH:9]=[CH:8][CH:7]=[CH:6][CH:5]=1.BrBr.ClCl>[Fe]>[Br:1][C:6]1[CH:5]=[C:4]([CH:9]=[CH:8][CH:7]=1)[C:3]([Cl:11])=[O:10]. Procedure: When using bromine chloride as the brominating agent, the bromine chloride can be preformed or formed in situ, and the latter is preferred. In accordance with this preferred procedure, benzoyl chloride, bromine and iron powder are charged to a reactor and the reactor contents are cooled to a temperature in the range of about 0 to about 60° C., preferably about 10° C., and chlorine is slowly fed into the reactor whereby bromine chloride is formed in situ. The bromine chloride reacts with the benz... Reactants: CC(C)(C)OC(=O)N1CCc2c(cc(C#N)c(=O)n2-c2ccccc2)C1, ClCCl, O=C(O)C(F)(F)F. Yields the product N#Cc1cc2c(n(-c3ccccc3)c1=O)CCNC2. Reaction SMILES: [C:1](#[N:2])[c:3]1[c:4](=[O:26])[n:5](-[c:20]2[cH:21][cH:22][cH:23][cH:24][cH:25]2)[c:6]2[c:11]([cH:12]1)[CH2:10][N:9]([C:13]([O:14][C:15]([CH3:16])([CH3:17])[CH3:18])=[O:19])[CH2:8][CH2:7]2.[Cl:27][CH2:28][Cl:29].[F:30][C:31]([F:32])([F:33])[C:34]([OH:35])=[O:36]>>[C:1](#[N:2])[c:3]1[c:4](=[O:26])[n:5](-[c:20]2[cH:21][cH:22][cH:23][cH:24][cH:25]2)[c:6]2[c:11]([cH:12]1)[CH2:10][NH:9][CH2:8][CH2:7]2. Reactants: N1CCC=CC1 (1,2,3,6-Tetrahydro-pyridine), C([O-])([O-])=O.[Na+].[Na+] (sodium carbonate), C1=CC=C(C=C1)COC(=O)Cl (Z-chloride). Solvent: [Cl-].[Na+].O (brine). Run at temperature 0 celsius, time 1 hour. Yields the product C(C1=CC=CC=C1)OC(=O)N1CCC=CC1 (3,6-Dihydro-2H-pyridine-1-carboxylic acid benzyl ester). Reaction SMILES: [NH:1]1[CH2:6][CH:5]=[CH:4][CH2:3][CH2:2]1.C(=O)([O-])[O-].[Na+].[Na+].[CH:13]1[CH:18]=[CH:17][C:16]([CH2:19][O:20][C:21](Cl)=[O:22])=[CH:15][CH:14]=1>[Cl-].[Na+].O>[CH2:19]([O:20][C:21]([N:1]1[CH2:2][CH:3]=[CH:4][CH2:5][CH2:6]1)=[O:22])[C:16]1[CH:17]=[CH:18][CH:13]=[CH:14][CH:15]=1 |f:1.2.3,5.6.7|. Procedure details: 1,2,3,6-Tetrahydro-pyridine (3 g, 36.1 mmol) are treated with 10% aqueous sodium carbonate (2.1 ml) and cooled to 0° C. Within 1 h, benzyl chloroformiate (Z-chloride, 5.1 ml, 36 mmol) is added dropwise within 1 h. After additional stirring for 2 h, the mixture is treated with 30 ml of brine and extracted four times with diethyl ether. The organic layers are dried over sodium sulphate and evaporated. The crude product, 7 g of a colorless oil, is purified by Flash-chromatography (silica gel, cyclo... Reactants: C12C(C(C(C=C1)C2)C(=O)OC(C)(C)C)C(=O)OC(C)(C)C (Di-tert-butyl 5-norbornene-2,3-dicarboxylate), C12C(CC(C=C1)C2)C(=O)OCCO (2-hydroxyethyl 5-norbomene-2-carboxylate), C12C(C(C(C=C1)C2)C(=O)O)C(=O)O (5-norbornene-2,3-dicarboxylic acid), C1(\C=C/C(=O)O1)=O (maleic anhydride), CC(C)(C#N)N=NC(C)(C)C#N (AIBN). The solvent is O1CCCC1 (tetrahydrofuran). Run at temperature 67 celsius, time 10 hour. Product: C12C(C(C(C=C1)C2)C(=O)OC(C)(C)C)C(=O)OC(C)(C)C.C12C(CC(C=C1)C2)C(=O)OCCO.C12C(C(C(C=C1)C2)C(=O)O)C(=O)O.C1(\C=C/C(=O)O1)=O (di-tert-butyl 5-norbornene-2,3-dicarboxylate 2-hydroxyethyl 5-norbomene-2-carboxylate 5-norbomene-2,3-dicarboxylic acid maleic anhydride), Formula 102. Yield: 31.0%. RXN SMILES: [CH:1]12[CH2:7][CH:4]([CH:5]=[CH:6]1)[CH:3]([C:8]([O:10][C:11]([CH3:14])([CH3:13])[CH3:12])=[O:9])[CH:2]2[C:15]([O:17][C:18]([CH3:21])([CH3:20])[CH3:19])=[O:16].[CH:22]12[CH2:28][CH:25]([CH:26]=[CH:27]1)[CH2:24][CH:23]2[C:29]([O:31][CH2:32][CH2:33][OH:34])=[O:30].[CH:35]12[CH2:41][CH:38]([CH:39]=[CH:40]1)[CH:37]([C:42]([OH:44])=[O:43])[CH:36]2[C:45]([OH:47])=[O:46].[C:48]1(=[O:54])[O:53][C:51](=[O:52])[CH:50]=[CH:49]1.CC(N=NC(C#N)(C)C)(C#N)C>O1CCCC1>[CH:4]12[CH2:7][CH:1]([CH:6]=[CH:5]1)[CH:2]([C:15]([O:17][C:18]([CH3:19])([CH3:20])[CH3:21])=[O:16])[CH:3]2[C:8]([O:10][C:11]([CH3:14])([CH3:13])[CH3:12])=[O:9].[CH:22]12[CH2:28][CH:25]([CH:26]=[CH:27]1)[CH2:24][CH:23]2[C:29]([O:31][CH2:32][CH2:33][OH:34])=[O:30].[CH:35]12[CH2:41][CH:38]([CH:39]=[CH:40]1)[CH:37]([C:42]([OH:44])=[O:43])[CH:36]2[C:45]([OH:47])=[O:46].[C:51]1(=[O:52])[O:53][C:48](=[O:54])[CH:49]=[CH:50]1 |f:6.7.8.9|. Reported procedure: Di-tert-butyl 5-norbornene-2,3-dicarboxylate (0.85 mole), 2-hydroxyethyl 5-norbomene-2-carboxylate (0.1 mole), 5-norbornene-2,3-dicarboxylic acid (0.05 mole) and maleic anhydride (1 mole) were mixed together in tetrahydrofuran solvent, and AIBN (5.5 g) was added to the mixture as a polymerization initiator. Polymerization was performed under nitrogen atmosphere for 10 hours while maintaining the temperature at 67° C. When the polymerization was completed, the polymer was precipitated from ethyl ... The reactants are ClC1=C(C=NC2=CC(=C(C=C12)OC)OC)C(=O)N (4-chloro-6,7-dimethoxy-3-quinolinecarboxamide), NC1CCC2=CC=CC=C12 (1-aminoindan). Run in CN(C)C=O (DMF). Conditions: temperature 100 celsius. Yields the product C1(CCC2=CC=CC=C12)NC1=C(C=NC2=CC(=C(C=C12)OC)OC)C(=O)N (4-(2,3-Dihydro-1H-inden-1-ylamino)-6,7-dimethoxy-3-quinoline carboxamide). The yield is 70.0%. As a reaction SMILES: Cl[C:2]1[C:11]2[C:6](=[CH:7][C:8]([O:14][CH3:15])=[C:9]([O:12][CH3:13])[CH:10]=2)[N:5]=[CH:4][C:3]=1[C:16]([NH2:18])=[O:17].[NH2:19][CH:20]1[C:28]2[C:23](=[CH:24][CH:25]=[CH:26][CH:27]=2)[CH2:22][CH2:21]1>CN(C=O)C>[CH:20]1([NH:19][C:2]2[C:11]3[C:6](=[CH:7][C:8]([O:14][CH3:15])=[C:9]([O:12][CH3:13])[CH:10]=3)[N:5]=[CH:4][C:3]=2[C:16]([NH2:18])=[O:17])[C:28]2[C:23](=[CH:24][CH:25]=[CH:26][CH:27]=2)[CH2:22][CH2:21]1. Reported procedure: A mixture of 4-chloro-6,7-dimethoxy-3-quinolinecarboxamide (0.066 g, 0.25 mmol), 1-aminoindan (0.66 mg, 0.50 mmol), 2-butanole (2 ml), DMF (2 ml) was heated for 48 h at 100° C. After cooling, the solution was reduced by evaporation. The residue was dissolved in water (3 ml) and treated with aqueous ammonia. The solid product was fitered off washed with water air dried for 0.5 h, washed again with heptane and dried. The residue was purified by chromatography on silica (CH2Cl2/MeOH) to give 63 mg,... Reactants: COC(=O)C1CC(N(C)C(C)(C)C)CCC1N1CCC(NC(=O)OCc2ccccc2)C1=O, CO. Product: COC(=O)C1CC(N(C)C(C)(C)C)CCC1N1CCC(N)C1=O. RXN SMILES: [CH2:1]([O:2][C:3](=[O:4])[NH:11][CH:12]1[C:13](=[O:33])[N:14]([CH:17]2[CH:18]([C:29](=[O:30])[O:31][CH3:32])[CH2:19][CH:20]([N:23]([CH3:24])[C:25]([CH3:26])([CH3:27])[CH3:28])[CH2:21][CH2:22]2)[CH2:15][CH2:16]1)[c:5]1[cH:6][cH:7][cH:8][cH:9][cH:10]1.[CH3:34][OH:35]>>[NH2:11][CH:12]1[C:13](=[O:33])[N:14]([CH:17]2[CH:18]([C:29](=[O:30])[O:31][CH3:32])[CH2:19][CH:20]([N:23]([CH3:24])[C:25]([CH3:26])([CH3:27])[CH3:28])[CH2:21][CH2:22]2)[CH2:15][CH2:16]1.